From a dataset of the Open Reaction Database (ORD), a public repository of structured organic reaction records. describe an organic reaction: reactants, conditions, products, and yield Starting materials: [Br-], [K+], OCc1cccn2cc(C(F)(F)F)nc12. Yields the product O=Cc1cccn2cc(C(F)(F)F)nc12. As a reaction SMILES: [Br-:16].[K+:17].[OH:1][CH2:2][c:3]1[c:4]2[n:5]([cH:6][cH:7][cH:8]1)[cH:9][c:10]([C:12]([F:13])([F:14])[F:15])[n:11]2>>[O:1]=[CH:2][c:3]1[c:4]2[n:5]([cH:6][cH:7][cH:8]1)[cH:9][c:10]([C:12]([F:13])([F:14])[F:15])[n:11]2. Starting materials: O=C(O)c1cccc([N+](=O)[O-])c1F, C1CCOC1, [OH-], [OH-], [Pd+2]. Yields the product Nc1cccc(C(=O)O)c1F. As a reaction SMILES: [F:1][c:2]1[c:3]([C:4](=[O:5])[OH:6])[cH:7][cH:8][cH:9][c:10]1[N+:11]([O-:12])=[O:13].[O:14]1[CH2:15][CH2:16][CH2:17][CH2:18]1.[OH-:19].[OH-:21].[Pd+2:20]>>[F:1][c:2]1[c:3]([C:4](=[O:5])[OH:6])[cH:7][cH:8][cH:9][c:10]1[NH2:11]. Reactants: ClC1=CC=C(C(CNC=2NCCN2)O)C=C1 (p-chloro-α-(2-imidazolin-2-ylaminomethyl)benzyl alcohol), S(O)(O)(=O)=O (sulfuric acid), [OH-].[Na+] (sodium hydroxide). The product is Cl.ClC1=CC=C(C=C1)C1CN=C2N1CCN2 (5-(p-chlorophenyl)-2,3,5,6-tetrahydro-1H-imidazo[1,2-a]imidazole hydrochloride). RXN SMILES: [Cl:1][C:2]1[CH:16]=[CH:15][C:5]([CH:6](O)[CH2:7][NH:8][C:9]2[NH:10][CH2:11][CH2:12][N:13]=2)=[CH:4][CH:3]=1.S(=O)(=O)(O)O.[OH-].[Na+]>>[ClH:1].[Cl:1][C:2]1[CH:16]=[CH:15][C:5]([CH:6]2[N:13]3[CH2:12][CH2:11][NH:10][C:9]3=[N:8][CH2:7]2)=[CH:4][CH:3]=1 |f:2.3,4.5|. Reported procedure: 3.4 parts of p-chloro-α-(2-imidazolin-2-ylaminomethyl)benzyl alcohol are added to 30 parts of sulfuric acid 80% while stirring and cooling in an ice-bath. Upon completion, the whole is stirred for 2 hours at room temperature. The reaction mixture is poured onto crushed ice, alkalized with a concentrated sodium hydroxide solution and the product in base form is extracted with methylene chloride. The extract is dried, filtered and evaporated. The residue is dissolved in 2-propanol. The solution is... Starting materials: [Cl-].[NH4+] (ammonium chloride), BrC=1C=C(C=O)C=C(C1OC)OC (3-Bromo-4,5-dimethoxybenzaldehyde), CSSC (dimethyldisulphide), C(CCC)[Li] (n-butyllithium). Run in C1CCOC1 (THF). Reaction conditions: time 80 minute. The product is COC=1C=C(C=S)C=C(C1OC)C (3,4-dimethoxy-5-methylthiobenzaldehyde). As a reaction SMILES: Br[C:2]1[CH:3]=[C:4]([CH:7]=[C:8]([O:12][CH3:13])[C:9]=1[O:10][CH3:11])C=O.[CH2:14]([Li])CCC.CS[S:21][CH3:22].[Cl-].[NH4+]>C1COCC1>[CH3:13][O:12][C:8]1[CH:7]=[C:4]([CH:3]=[C:2]([CH3:14])[C:9]=1[O:10][CH3:11])[CH:22]=[S:21] |f:3.4|. Procedure: 3-Bromo-4,5-dimethoxybenzaldehyde (4.9 g) in THF (30 ml) was added over 10 minutes and the mixture cooled to 31 75° . Further n-butyllithium (20 ml) was then added, and the mixture stirred at -75° for 80 minutes, before adding dimethyldisulphide (2.7 g) by syringe. The mixture was stirred for 1.5 hours, allowing the temperature to rise to ambient, then treated with an aqueous solution of ammonium chloride (50 ml) and the organic layer separated. The aqueous layer was extracted with ethyl acetate... Starting materials: C(=O)(OC(C)(C)C)N([C@@H](CC1=CNC=N1)C(=O)O)C(=O)OC(C)(C)C (bis-BOC-histidine). Run in C(Cl)(Cl)Cl (CHCl3). Yields the product C(C)(C)(C)OC([C@@H](N(C(=O)OC(C)(C)C)C(=O)OC(C)(C)C)CC1=CNC=N1)=O (bis-BOC-Histidine tert-Butyl Ester). Reaction SMILES: [C:1]([N:8]([C:19]([O:21][C:22]([CH3:25])([CH3:24])[CH3:23])=[O:20])[C@H:9]([C:16]([OH:18])=[O:17])[CH2:10][C:11]1[N:15]=[CH:14][NH:13][CH:12]=1)([O:3][C:4]([CH3:7])([CH3:6])[CH3:5])=[O:2]>C(Cl)(Cl)Cl>[C:4]([O:17][C:16](=[O:18])[C@H:9]([CH2:10][C:11]1[N:15]=[CH:14][NH:13][CH:12]=1)[N:8]([C:1]([O:3][C:4]([CH3:5])([CH3:7])[CH3:6])=[O:2])[C:19]([O:21][C:22]([CH3:25])([CH3:24])[CH3:23])=[O:20])([CH3:7])([CH3:6])[CH3:5]. Procedure details: Nα,Nτ -bis-BOC-Histidine tert-Butyl Ester (23) was synthesized from Nα,Nτ -bis-BOC-histidine (13) according to the general procedure: yield, 77%; mp 98° C.; [α]25D +17.8° (c 1.3, CHCl3); IR 3880, 1750, 1710 cm-1 ; 1H NMR δ 7.98 (d, 1H, J=0.8), 7.13 (s, 1H), 5.59 (br d, 1H, J=8.4), 4.43 (dd, 1H, J=2.9, 5.1), 3.00 (d, 2H, J=5.2). Anal. Calcd for C20H34N3O6 : C, 58.2; H, 8.3,; N, 10.1. Found: C, 58.6; H, 8.2; N, 10.1. The reactants are [Si](C1=CC=CC=C1)(C1=CC=CC=C1)(C(C)(C)C)OCCCCCCCCCCC#C (12-(tert-butyldiphenylsilyloxy)dodec-1-yne), BrCCCCOC1OCCCC1 (2-(4-bromobutoxy)tetrahydropyran). Yields the product C(C)(C)(C)[Si](OCCCCCCCCCCC#CCCCCOC1OCCCC1)(C1=CC=CC=C1)C1=CC=CC=C1 (tert-butyldiphenyl-[16-(tetrahydropyran-2-yloxy)hexadec-11-ynyloxy]silane). The yield is 66.0%. As a reaction SMILES: [Si:1]([O:18][CH2:19][CH2:20][CH2:21][CH2:22][CH2:23][CH2:24][CH2:25][CH2:26][CH2:27][CH2:28][C:29]#[CH:30])([C:14]([CH3:17])([CH3:16])[CH3:15])([C:8]1[CH:13]=[CH:12][CH:11]=[CH:10][CH:9]=1)[C:2]1[CH:7]=[CH:6][CH:5]=[CH:4][CH:3]=1.Br[CH2:32][CH2:33][CH2:34][CH2:35][O:36][CH:37]1[CH2:42][CH2:41][CH2:40][CH2:39][O:38]1>>[C:14]([Si:1]([C:8]1[CH:9]=[CH:10][CH:11]=[CH:12][CH:13]=1)([C:2]1[CH:7]=[CH:6][CH:5]=[CH:4][CH:3]=1)[O:18][CH2:19][CH2:20][CH2:21][CH2:22][CH2:23][CH2:24][CH2:25][CH2:26][CH2:27][CH2:28][C:29]#[C:30][CH2:32][CH2:33][CH2:34][CH2:35][O:36][CH:37]1[CH2:42][CH2:41][CH2:40][CH2:39][O:38]1)([CH3:15])([CH3:16])[CH3:17]. Procedure details: Alkylation of 12-(tert-butyldiphenylsilyloxy)dodec-1-yne with 2-(4-bromobutoxy)tetrahydropyran as described above gave tert-butyldiphenyl-[16-(tetrahydropyran-2-yloxy)hexadec-11-ynyloxy]silane (66%) as a colorless oil which was used in the next reaction without further purification. TLC: 10% EtOAc/hexane, Rf≈0.5. The reactants are C(C)(C)(C)OC(=O)NC(COCC=1C=C(C(=O)O)C=C(C1)N(CCC)S(=O)(=O)C)(CC1=CC=CC=C1)C (3({2-[(tert-butoxycarbonyl)amino]-2-methyl-3-phenylpropoxy}methyl)-5-[(methylsulfonyl)(propyl)amino]benzoic acid), C(C)(C)(C)OC(=O)NC(COCC=1C=C(C(=O)O)C=C(C1)N(CCC)S(=O)(=O)C)(CC1=CC=CC=C1)C (3({2-[(tert-butoxycarbonyl)amino]-2-methyl-3-phenylpropoxy}methyl)-5-[(methylsulfonyl)(propyl)amino]benzoic acid), B.C1CCOC1 (BH3-THF). The solvent is C1CCOC1 (THF). Reaction conditions: time 10 minute. The product is NC(COCC=1C=C(C=C(C1)CO)N(S(=O)(=O)C)CCC)(CC1=CC=CC=C1)C (N-[3-[(2-amino-2-methyl-3-phenylpropoxy)methyl]-5-(hydroxymethyl)phenyl]-N-propylmethanesulfonamide). Reaction SMILES: C(OC([NH:8][C:9]([CH3:37])([CH2:30][C:31]1[CH:36]=[CH:35][CH:34]=[CH:33][CH:32]=1)[CH2:10][O:11][CH2:12][C:13]1[CH:14]=[C:15]([CH:19]=[C:20]([N:22]([S:26]([CH3:29])(=[O:28])=[O:27])[CH2:23][CH2:24][CH3:25])[CH:21]=1)[C:16](O)=[O:17])=O)(C)(C)C.B.C1COCC1>C1COCC1>[NH2:8][C:9]([CH3:37])([CH2:30][C:31]1[CH:32]=[CH:33][CH:34]=[CH:35][CH:36]=1)[CH2:10][O:11][CH2:12][C:13]1[CH:21]=[C:20]([N:22]([CH2:23][CH2:24][CH3:25])[S:26]([CH3:29])(=[O:28])=[O:27])[CH:19]=[C:15]([CH2:16][OH:17])[CH:14]=1 |f:1.2|. Reported procedure: To a solution of 3({2-[(tert-butoxycarbonyl)amino]-2-methyl-3-phenylpropoxy}methyl)-5-[(methylsulfonyl)(propyl)amino]benzoic acid (intermediate XI, 145 mg, 0.271 mmol) in THF (2 mL) cooled to 0° C. was added BH3-THF (1.356 mL, 1.356 mmol, 1 M in THP). After 10 min, the reaction mixture was allowed to warm to rt and stirred for 60 h. The reaction mixture was cooled back down to 0° C. and carefully quenched with MeOH. The mixture was concentrated to half its original volume and diluted with EtOAc ...